Dataset: the Open Reaction Database (ORD), a public repository of structured organic reaction records. Task: describe an organic reaction: reactants, conditions, products, and yield Starting materials: solid, Cl.O1COC2=C1C=CC=C2C2CCN(CC2)CC[C@@H]2CC[C@H](CC2)N (Trans-4-[2-(4-Benzo[1,3]dioxol-4-yl-piperidin-1-yl)-ethyl]-cyclohexylamine hydrochloride), Cl.O1COC2=C1C=CC=C2C2CCN(CC2)CC[C@@H]2CC[C@H](CC2)N (Trans-4-[2-(4-Benzo[1,3]dioxol-4-yl-piperidin-1-yl)-ethyl]-cyclohexylamine hydrochloride), COCC(=O)O (2-methoxyacetic acid). Yields the product O1COC2=C1C=CC=C2C2CCN(CC2)CC[C@@H]2CC[C@H](CC2)NC(COC)=O (Trans-N-{4-[2-(4-Benzo[1,3]dioxol-4-yl-piperidin-1-yl)-ethyl]-cyclohexyl}-2-methoxy-acetamide). RXN SMILES: Cl.[O:2]1[C:6]2[CH:7]=[CH:8][CH:9]=[C:10]([CH:11]3[CH2:16][CH2:15][N:14]([CH2:17][CH2:18][C@H:19]4[CH2:24][CH2:23][C@H:22]([NH2:25])[CH2:21][CH2:20]4)[CH2:13][CH2:12]3)[C:5]=2[O:4][CH2:3]1.[CH3:26][O:27][CH2:28][C:29](O)=[O:30]>>[O:2]1[C:6]2[CH:7]=[CH:8][CH:9]=[C:10]([CH:11]3[CH2:16][CH2:15][N:14]([CH2:17][CH2:18][C@H:19]4[CH2:20][CH2:21][C@H:22]([NH:25][C:29](=[O:30])[CH2:28][O:27][CH3:26])[CH2:23][CH2:24]4)[CH2:13][CH2:12]3)[C:5]=2[O:4][CH2:3]1 |f:0.1|. Procedure details: The title compound, white solid (13.9 mg, 43.2%), MS (ISP) m/z=403.3 [(M+H)+], was prepared in accordance with the general method of example 1 from Trans-4-[2-(4-Benzo[1,3]dioxol-4-yl-piperidin-1-yl)-ethyl]-cyclohexylamine hydrochloride (intermediate A) (29.4 mg, 0.080 mmol) and 2-methoxyacetic acid Starting materials: C(CCC)OCCOC1=CC=C(C=C1)C=1C=CC2=C(C=C(CCN2)C(=O)NC2=CC(=C(C=C2)C(C2=[N+](C=CC=C2)[O-])O)Cl)C1 (7-[4-(2-butoxyethoxy)phenyl]-N-[3-chloro-4-[hydroxy(1-oxidopyridin-2-yl)methyl]phenyl]-2,3-dihydro-1H-1-benzazepine-4-carboxamide), isobutylaldehyde, isobutylaldehyde, triacetoxy sodium borohydride, triacetoxy sodium borohydride, C([O-])(O)=O.[Na+] (sodium bicarbonate). Run in ClCCCl (1,2-dichloroethane). Conditions: time 8 hour. Yields the product C(CCC)OCCOC1=CC=C(C=C1)C=1C=CC2=C(C=C(CCN2CC(C)C)C(=O)NC2=CC(=C(C=C2)C(C2=[N+](C=CC=C2)[O-])O)Cl)C1 (7-[4-(2-butoxyethoxy)phenyl]-N-[3-chloro-4-[hydroxy(1-oxidopyridin-2-yl)methyl]phenyl]-1-isobutyl-2,3-dihydro-1H-1-benzazepine-4-carboxamide). The yield is 122.2%. RXN SMILES: [CH2:1]([O:5][CH2:6][CH2:7][O:8][C:9]1[CH:14]=[CH:13][C:12]([C:15]2[CH:16]=[CH:17][C:18]3[NH:24][CH2:23][CH2:22][C:21]([C:25]([NH:27][C:28]4[CH:33]=[CH:32][C:31]([CH:34]([OH:42])[C:35]5[CH:40]=[CH:39][CH:38]=[CH:37][N+:36]=5[O-:41])=[C:30]([Cl:43])[CH:29]=4)=[O:26])=[CH:20][C:19]=3[CH:44]=2)=[CH:11][CH:10]=1)[CH2:2][CH2:3][CH3:4].C(=O)(O)[O-].[Na+]>ClCCCl>[CH2:1]([O:5][CH2:6][CH2:7][O:8][C:9]1[CH:10]=[CH:11][C:12]([C:15]2[CH:16]=[CH:17][C:18]3[N:24]([CH2:11][CH:12]([CH3:15])[CH3:13])[CH2:23][CH2:22][C:21]([C:25]([NH:27][C:28]4[CH:33]=[CH:32][C:31]([CH:34]([OH:42])[C:35]5[CH:40]=[CH:39][CH:38]=[CH:37][N+:36]=5[O-:41])=[C:30]([Cl:43])[CH:29]=4)=[O:26])=[CH:20][C:19]=3[CH:44]=2)=[CH:13][CH:14]=1)[CH2:2][CH2:3][CH3:4] |f:1.2|. Procedure: 7-[4-(2-butoxyethoxy)phenyl]-N-[3-chloro-4-[hydroxy(1-oxidopyridin-2-yl)methyl]phenyl]-2,3-dihydro-1H-1-benzazepine-4-carboxamide (0.3 g) and isobutylaldehyde (0.22 ml) were dissolved in 1,2-dichloroethane (30 ml), and to the solution, triacetoxy sodium borohydride (0.31 g) was added under ice-cooling and the mixture was stirred overnight at room temperature. To the mixture, isobutylaldehyde (0.22 ml) and triacetoxy sodium borohydride (0.31 g) were further added, and the mixture was stirred over... The reactants are CCOC(=O)c1cc(NCc2ccccc2)c(Nc2ccccc2)c(S(N)(=O)=O)c1, [Na+], [OH-]. Product: NS(=O)(=O)c1cc(C(=O)O)cc(NCc2ccccc2)c1Nc1ccccc1. As a reaction SMILES: [CH2:1]([CH3:2])[O:3][C:4]([c:5]1[cH:6][c:7]([NH:22][CH2:23][c:24]2[cH:25][cH:26][cH:27][cH:28][cH:29]2)[c:8]([NH:15][c:16]2[cH:17][cH:18][cH:19][cH:20][cH:21]2)[c:9]([S:11]([NH2:12])(=[O:13])=[O:14])[cH:10]1)=[O:30].[Na+:32].[OH-:31]>>[O:3]=[C:4]([c:5]1[cH:6][c:7]([NH:22][CH2:23][c:24]2[cH:25][cH:26][cH:27][cH:28][cH:29]2)[c:8]([NH:15][c:16]2[cH:17][cH:18][cH:19][cH:20][cH:21]2)[c:9]([S:11]([NH2:12])(=[O:13])=[O:14])[cH:10]1)[OH:30]. Starting materials: CC1=NC(=C(C=C1)NC)[N+](=O)[O-] (2-Methyl-5-methylamino-6-nitropyridine), C7H11N3. The reagents and catalysts are [Ni] (Raney nickel). Run in C(C)(=O)OCC (ethyl acetate). Yields the product NC1=NC(=CC=C1NC)C (2-Amino-3-methylamino-6-methylpyridine). RXN SMILES: [CH3:1][C:2]1[CH:7]=[CH:6][C:5]([NH:8][CH3:9])=[C:4]([N+:10]([O-])=O)[N:3]=1>C(OCC)(=O)C.[Ni]>[NH2:10][C:4]1[C:5]([NH:8][CH3:9])=[CH:6][CH:7]=[C:2]([CH3:1])[N:3]=1. Procedure: 8.35 g (50 mmol) of 2-Methyl-5-methylamino-6-nitropyridine (Heterocycles 38, 529 (1994)) were dissolved in 300 l ethyl acetate and hydrogenated with 1.5 g Raney nickel for 3.5 hours at room temperature. Then the catalyst was filtered off and the filtrate was evaporated down. After crystallization of the resulting residue from petroleum ether, 5.75 g (84% of theory) were obtained as olive-green crystals. C7H11N3 (137.20). Melting point: 112-113° C. The reactants are Cn1c(C(F)(F)F)cc(=O)n(-c2c(F)cc(Br)c(O)c2[N+](=O)[O-])c1=O, CC(=O)O, [Fe], O. Yields the product Cn1c(C(F)(F)F)cc(=O)n(-c2c(F)cc(Br)c(O)c2N)c1=O. As a reaction SMILES: [CH3:1][n:2]1[c:3](=[O:25])[n:4](-[c:13]2[c:14]([F:24])[cH:15][c:16]([Br:23])[c:17]([OH:22])[c:18]2[N+:19]([O-:20])=[O:21])[c:5](=[O:12])[cH:6][c:7]1[C:8]([F:9])([F:10])[F:11].[CH3:27][C:28](=[O:29])[OH:30].[Fe:31].[OH2:26]>>[CH3:1][n:2]1[c:3](=[O:25])[n:4](-[c:13]2[c:14]([F:24])[cH:15][c:16]([Br:23])[c:17]([OH:22])[c:18]2[NH2:19])[c:5](=[O:12])[cH:6][c:7]1[C:8]([F:9])([F:10])[F:11]. Starting materials: C(CCCC)N(C1=CC2=CC=CC=C2CC1)CCCCC (2-diamylamino-3,4-dihydronaphthalene), 2-(1-piperidino)-3,4-dihydronaphthalene, C(CCC)N(C1=CC2=CC=CC=C2CC1)CCCC (2-di-n-butylamino-3,4-dihydro-naphthalene), C(C(=O)C1=CC=CC=C1)Br (phenacylbromide). The product is Br.C(C(=O)C1=CC=CC=C1)C1=C(CCC2=CC=CC=C12)N(CCCC)CCCC (1-phenacyl-2-di-n-butylamino-3,4-dihydronaphthalene hydrobromide), Br.C(C(=O)C1=CC=CC=C1)C1=C(CCC2=CC=CC=C12)N(CCCCC)CCCCC (1-phenacyl-2-diamylamino-3,4-dihydronaphthalene hydrobromide), 1-phenacyl-2-(1-piperidino)-3,4-dihydronaphthalene hydrobromide. As a reaction SMILES: [CH2:1]([N:5]([CH2:16][CH2:17][CH2:18][CH3:19])[C:6]1[CH2:15][CH2:14][C:13]2[C:8](=[CH:9][CH:10]=[CH:11][CH:12]=2)[CH:7]=1)[CH2:2][CH2:3][CH3:4].[CH2:20]([N:25]([CH2:36][CH2:37][CH2:38][CH2:39][CH3:40])[C:26]1[CH2:35][CH2:34][C:33]2[C:28](=[CH:29][CH:30]=[CH:31][CH:32]=2)[CH:27]=1)[CH2:21][CH2:22][CH2:23][CH3:24].[CH2:41]([Br:50])[C:42]([C:44]1[CH:49]=[CH:48][CH:47]=[CH:46][CH:45]=1)=[O:43]>>[BrH:50].[CH2:41]([C:7]1[C:8]2[C:13](=[CH:12][CH:11]=[CH:10][CH:9]=2)[CH2:14][CH2:15][C:6]=1[N:5]([CH2:16][CH2:17][CH2:18][CH3:19])[CH2:1][CH2:2][CH2:3][CH3:4])[C:42]([C:44]1[CH:49]=[CH:48][CH:47]=[CH:46][CH:45]=1)=[O:43].[BrH:50].[CH2:6]([C:27]1[C:28]2[C:33](=[CH:32][CH:31]=[CH:30][CH:29]=2)[CH2:34][CH2:35][C:26]=1[N:25]([CH2:20][CH2:21][CH2:22][CH2:23][CH3:24])[CH2:36][CH2:37][CH2:38][CH2:39][CH3:40])[C:7]([C:8]1[CH:13]=[CH:12][CH:11]=[CH:10][CH:9]=1)=[O:43] |f:3.4,5.6|. Procedure details: By following the method of Example 1a the treatment of 2-di-n-butylamino-3,4-dihydro-naphthalene, 2-diamylamino-3,4-dihydronaphthalene, 2-(1-piperidino)-3,4-dihydronaphthalene with phenacylbromide produces 1-phenacyl-2-di-n-butylamino-3,4-dihydronaphthalene hydrobromide, 1-phenacyl-2-diamylamino-3,4-dihydronaphthalene hydrobromide and 1-phenacyl-2-(1-piperidino)-3,4-dihydronaphthalene hydrobromide, respectively. The reactants are COC=1C=C(C=CC1OC)C(C=O)(C)C (2-(3,4-dimethoxyphenyl)-2-methylpropanal), [F-].[K+] (KF), C[N+](=O)[O-] (CH3NO2). Solvent: CCO (EtOH). Reaction conditions: time 8 hour. Product: COC=1C=C(C=CC1OC)C(C(C[N+](=O)[O-])O)(C)C (3-(3,4-dimethoxyphenyl)-3-methyl-1-nitrobutan-2-ol). Yield: 96.7%. As a reaction SMILES: [CH3:1][O:2][C:3]1[CH:4]=[C:5]([C:11]([CH3:15])([CH3:14])[CH:12]=[O:13])[CH:6]=[CH:7][C:8]=1[O:9][CH3:10].[F-].[K+].[CH3:18][N+:19]([O-:21])=[O:20]>CCO>[CH3:1][O:2][C:3]1[CH:4]=[C:5]([C:11]([CH3:15])([CH3:14])[CH:12]([OH:13])[CH2:18][N+:19]([O-:21])=[O:20])[CH:6]=[CH:7][C:8]=1[O:9][CH3:10] |f:1.2|. Procedure details: To a solution of 2-(3,4-dimethoxyphenyl)-2-methylpropanal (1.0 g, 4.8 mmol) in EtOH (30 mL) were added KF (335 mg, 5.8 mmol) and CH3NO2 (1.56 mL, 28.8 mmol). The resulting mixture was stirred overnight at room temperature. The solution was concentrated, diluted with EtOAc, and washed with brine. The organic layer was dried over MgSO4, filtered and concentrated to give 3-(3,4-dimethoxyphenyl)-3-methyl-1-nitrobutan-2-ol (1.25 g, 97%). 1H NMR (400 MHz, CDCl3) δ 6.91-6.84 (m, 3H), 4.44 (m, 1H), 4.24... The reactants are BrCCOC=1C=C(C=CC1)C1=NOC2=C1SC=C2 (3-[3-(2-bromo-ethoxy)-phenyl]-thieno[2,3-d]isoxazole), C([O-])([O-])=O.[K+].[K+] (potassium carbonate), CC1CCNCC1 (4-methylpiperidine). Solvent: C(C)#N (acetonitrile). Run at temperature 75 celsius. Product: CC1CCN(CC1)CCOC=1C=C(C=CC1)C1=NOC2=C1SC=C2 (3-{3-[2-(4-methyl-piperidin-1-yl)-ethoxy]-phenyl}-thieno[2,3-d]isoxazole). Yield: 96.3%. As a reaction SMILES: Br[CH2:2][CH2:3][O:4][C:5]1[CH:6]=[C:7]([C:11]2[C:15]3[S:16][CH:17]=[CH:18][C:14]=3[O:13][N:12]=2)[CH:8]=[CH:9][CH:10]=1.C(=O)([O-])[O-].[K+].[K+].[CH3:25][CH:26]1[CH2:31][CH2:30][NH:29][CH2:28][CH2:27]1>C(#N)C>[CH3:25][CH:26]1[CH2:31][CH2:30][N:29]([CH2:2][CH2:3][O:4][C:5]2[CH:6]=[C:7]([C:11]3[C:15]4[S:16][CH:17]=[CH:18][C:14]=4[O:13][N:12]=3)[CH:8]=[CH:9][CH:10]=2)[CH2:28][CH2:27]1 |f:1.2.3|. Procedure details: Mix 3-[3-(2-bromo-ethoxy)-phenyl]-thieno[2,3-d]isoxazole (0.250 g, 0.77 mmol), potassium carbonate (0.22 g, 1.59 mmol), 4-methylpiperidine (0.382 g, 3.85 mmol) and acetonitrile (4.0 mL) and heat at 75° C., overnight. Cool the reaction mixture and filter through a Waters Sep-Pak 1 g silica cartridge (ethyl acetate). Combine the appropriate fractions and concentrate to give a residue. Purify the residue by column (10 g silica) chromatography using a solvent gradient of dichloromethane to 10% metha...